This data is from the Open Reaction Database (ORD), a public repository of structured organic reaction records. The task is: describe an organic reaction: reactants, conditions, products, and yield The reactants are CC(C)(C)CC(NC(=O)OC(C)(C)C)C(=O)O, ClCCCl, CCOC(C)=O, CCN(C(C)C)C(C)C, Cl, CN(C)C=O, On1nnc2cccnc21, O=C(NCc1cc(C(F)(F)F)ccc1-n1cnnn1)C1CCCN1. Product: CC(C)(C)CC(NC(=O)OC(C)(C)C)C(=O)N1CCCC1C(=O)NCc1cc(C(F)(F)F)ccc1-n1cnnn1. As a reaction SMILES: [C:26]([CH3:27])([CH3:28])([CH3:29])[O:30][C:31](=[O:32])[NH:33][CH:34]([CH2:35][C:36]([CH3:37])([CH3:38])[CH3:39])[C:40](=[O:41])[OH:42].[CH2:43]([Cl:44])[CH2:45][Cl:46].[CH3:71][CH2:72][O:73][C:74]([CH3:75])=[O:76].[CH:57]([N:58]([CH2:59][CH3:60])[CH:61]([CH3:62])[CH3:63])([CH3:64])[CH3:65].[ClH:1].[O:66]=[CH:67][N:68]([CH3:69])[CH3:70].[OH:47][n:48]1[c:49]2[n:50][cH:51][cH:52][cH:53][c:54]2[n:55][n:56]1.[n:2]1(-[c:7]2[c:8]([CH2:9][NH:10][C:11]([CH:12]3[NH:13][CH2:14][CH2:15][CH2:16]3)=[O:17])[cH:18][c:19]([C:22]([F:23])([F:24])[F:25])[cH:20][cH:21]2)[n:3][n:4][n:5][cH:6]1>>[n:2]1(-[c:7]2[c:8]([CH2:9][NH:10][C:11]([CH:12]3[N:13]([C:40]([CH:34]([NH:33][C:31]([O:30][C:26]([CH3:27])([CH3:28])[CH3:29])=[O:32])[CH2:35][C:36]([CH3:37])([CH3:38])[CH3:39])=[O:41])[CH2:14][CH2:15][CH2:16]3)=[O:17])[cH:18][c:19]([C:22]([F:23])([F:24])[F:25])[cH:20][cH:21]2)[n:3][n:4][n:5][cH:6]1. Starting materials: BrC1=CC(=C(C#N)C=C1)F (4-bromo-2-fluorobenzonitrile), C(CCC)[Sn](C(=C)OCC)(CCCC)CCCC (tributyl(1-ethoxyvinyl)tin). The reagents and catalysts are Cl[Pd]([P](C1=CC=CC=C1)(C2=CC=CC=C2)C3=CC=CC=C3)([P](C4=CC=CC=C4)(C5=CC=CC=C5)C6=CC=CC=C6)Cl (trans-dichlorobis(triphenylphosphine)palladium). The solvent is C1(=CC=CC=C1)C (toluene). Conditions: time 30 minute. The product is C(C)(=O)C1=CC(=C(C#N)C=C1)F (4-acetyl-2-fluorobenzonitrile). Isolated yield 11.6%. Reaction SMILES: Br[C:2]1[CH:9]=[CH:8][C:5]([C:6]#[N:7])=[C:4]([F:10])[CH:3]=1.C([Sn](CCCC)(CCCC)[C:16]([O:18]CC)=[CH2:17])CCC>C1(C)C=CC=CC=1.Cl[Pd](Cl)([P](C1C=CC=CC=1)(C1C=CC=CC=1)C1C=CC=CC=1)[P](C1C=CC=CC=1)(C1C=CC=CC=1)C1C=CC=CC=1>[C:16]([C:2]1[CH:9]=[CH:8][C:5]([C:6]#[N:7])=[C:4]([F:10])[CH:3]=1)(=[O:18])[CH3:17] |^1:38,57|. Procedure details: A mixture of 4-bromo-2-fluorobenzonitrile (10.6 g, 52.8 mmol), tributyl(1-ethoxyvinyl)tin (21 g, 58.1 mmol), and trans-dichlorobis(triphenylphosphine)palladium (II) (371 mg, 0.53 mmol) in 190 mL of dry toluene were refluxed for 2 h and then quenched with 5% HCl and stirred for 30 min. Ethyl acetate was added and the layers were separated. The organic layer was dried over anhydrous sodium sulfate, filtered and concentrated under reduced pressure to give 6.5 g of crude product. Purification of the... Reactants: IC1=NN(C2=CN=C(C=C21)C#N)C(C2=CC=CC=C2)(C2=CC=CC=C2)C2=CC=CC=C2 (3-iodo-1-trityl-1H-pyrazolo[3,4-c]pyridine-5-carbonitrile), C(C)O (ethanol), [OH-].[Li+] (lithium hydroxide), Cl (hydrochloric acid). As a reaction SMILES: [I:1][C:2]1[C:10]2[C:5](=[CH:6][N:7]=C(C#N)[CH:9]=2)[N:4]([C:13]([C:26]2[CH:31]=[CH:30][CH:29]=[CH:28][CH:27]=2)([C:20]2[CH:25]=[CH:24][CH:23]=[CH:22][CH:21]=2)[C:14]2[CH:19]=[CH:18][CH:17]=[CH:16][CH:15]=2)[N:3]=1.[OH-:32].[Li+].Cl.[CH2:35]([OH:37])[CH3:36]>>[I:1][C:2]1[C:10]2[C:5](=[CH:6][N:7]=[C:36]([C:35]([OH:32])=[O:37])[CH:9]=2)[N:4]([C:13]([C:26]2[CH:31]=[CH:30][CH:29]=[CH:28][CH:27]=2)([C:20]2[CH:25]=[CH:24][CH:23]=[CH:22][CH:21]=2)[C:14]2[CH:19]=[CH:18][CH:17]=[CH:16][CH:15]=2)[N:3]=1 |f:1.2|. Yields the product IC1=NN(C2=CN=C(C=C21)C(=O)O)C(C2=CC=CC=C2)(C2=CC=CC=C2)C2=CC=CC=C2 (3-Iodo-1-trityl-1H-pyrazolo[3,4-c]pyridine-5-carboxylic acid). Reported procedure: To a suspension of 3.0 g of 3-iodo-1-trityl-1H-pyrazolo[3,4-c]pyridine-5-carbonitrile obtained by Production example 431 in 20 mL of ethanol was added 20 mL of 4N lithium hydroxide aqueous solution at room temperature, and heated at reflux for a day. After cooling to room temperature, the solution was neutralized with 5N hydrochloric acid aqueous solution, and the precipitated crystals were collected by filtration. The crystals were washed successively with water and diethyl ether, to afford 3.0... Reactants: N1C(CCCC2=C1C=CC=C2)=O (1,3,4,5-tetrahydro-2H-1-benzazepin-2-one), BrN1C(CCC1=O)=O (N-bromosuccinimide). The solvent is C(C)(=O)OCC (ethyl acetate), CN(C=O)C (N,N-dimethylformamide). Product: BrC=1C=CC2=C(CCCC(N2)=O)C1 (7-bromo-1,3,4,5-tetrahydro-2H-1-benzazepin-2-one). As a reaction SMILES: [NH:1]1[C:7]2[CH:8]=[CH:9][CH:10]=[CH:11][C:6]=2[CH2:5][CH2:4][CH2:3][C:2]1=[O:12].[Br:13]N1C(=O)CCC1=O>CN(C)C=O.C(OCC)(=O)C>[Br:13][C:10]1[CH:9]=[CH:8][C:7]2[NH:1][C:2](=[O:12])[CH2:3][CH2:4][CH2:5][C:6]=2[CH:11]=1. Procedure details: To a solution of the title compound from Example 2 Step B (17.0 g, 106 mmol) in N,N-dimethylformamide (500 mL) was added N-bromosuccinimide (25.2 g, 141 mmol) at room temperature, and then the mixture was refluxed for 16 hours. The reaction mixture was diluted with ethyl acetate (1 L), and the separated organic layer was washed with 0.1 M aqueous sodium hydroxide solution and saturated aqueous sodium chloride solution, dried over Na2SO4, filtered and concentrated. Purification by flash chromatog... The reactants are BrC=1C=C(C(=O)O)C=CC1CBr (3-bromo-4-(bromomethyl)benzoic acid), C[Si](CN)(C)C (1-(trimethylsilyl)methylamine), N,N-dimethylaminopyridine, Cl.CN(CCCN=C=NCC)C (N-(3-dimethylaminopropyl)-N′-ethylcarbodiimide hydrochloride), O (Water). Reaction SMILES: [Br:1][C:2]1[CH:3]=[C:4]([CH:8]=[CH:9][C:10]=1[CH2:11][Br:12])[C:5](O)=[O:6].[CH3:13][Si:14]([CH3:18])([CH3:17])[CH2:15][NH2:16].Cl.CN(C)CCCN=C=NCC.O>ClCCl>[Br:1][C:2]1[CH:3]=[C:4]([CH:8]=[CH:9][C:10]=1[CH2:11][Br:12])[C:5]([NH:16][CH2:15][Si:14]([CH3:18])([CH3:17])[CH3:13])=[O:6] |f:2.3|. Reported procedure: 3-bromo-4-(bromomethyl)benzoic acid (5 g), 1-(trimethylsilyl)methylamine (1.76 g), N,N-dimethylaminopyridine (0.1 g) and N-(3-dimethylaminopropyl)-N′-ethylcarbodiimide hydrochloride (4.3 g) were dissolved in dichloromethane (30 ml), and stirred for 5 hours at room temperature. Water was added to the reaction mixture, and then organic layer was separated and dried over magnesium sulfate. After filtering the reaction mixture, the solvent was distilled off under reduced pressure, and the resulting ... Conditions: time 5 hour. Solvent: ClCCl (dichloromethane). The product is BrC=1C=C(C(=O)NC[Si](C)(C)C)C=CC1CBr (3-bromo-4-(bromomethyl)-N-[(trimethysilyl)methyl]benzamide). Yield: 62.0%.